From a dataset of the Open Reaction Database (ORD), a public repository of structured organic reaction records. describe an organic reaction: reactants, conditions, products, and yield The reactants are C(CC)C1=CC=2N(C(=N1)C)NC(N2)=O (7-n-propyl-5-methyl-1,2,4-triazolo[1,5-c]pyrimidin-2(3H)-one), C(C)(=O)[O-].[Na+] (sodium acetate), BrBr (bromine). The solvent is C(C)(=O)O (acetic acid), C(C)(=O)O (acetic acid). Run at time 3 hour. Yields the product C(CC)C1=C(C=2N(C(=N1)C)NC(N2)=O)Br (7-n-propyl-5-methyl-8-bromo-1,2,4-triazolo[1,5-c]pyrimidin-2(3H)-one). As a reaction SMILES: [CH2:1]([C:4]1[N:9]=[C:8]([CH3:10])[N:7]2[NH:11][C:12](=[O:14])[N:13]=[C:6]2[CH:5]=1)[CH2:2][CH3:3].C([O-])(=O)C.[Na+].[Br:20]Br>C(O)(=O)C>[CH2:1]([C:4]1[N:9]=[C:8]([CH3:10])[N:7]2[NH:11][C:12](=[O:14])[N:13]=[C:6]2[C:5]=1[Br:20])[CH2:2][CH3:3] |f:1.2|. Reported procedure: A solution of 10 g of 7-n-propyl-5-methyl-1,2,4-triazolo[1,5-c]pyrimidin-2(3H)-one, prepared in Example 193, in 120 ml of acetic acid containing 12 g of sodium acetate, and to which a solution of 2.6 ml of bromine in 50 ml of acetic acid has been added dropwise, is stirred at room temperature for 3 hours. The reaction mixture is then concentrated under vacuum and thereafter treated with water. The crystals formed are drained, washed with water and dried. 7 g of 7-n-propyl-5-methyl-8-bromo-1,2,4-... The reactants are [N+](=O)([O-])C=1C=C(C=CC1)/C(=C/C(=O)OCC)/C (ethyl (E)-3-(3-nitrophenyl)-2-butenoate), [H-].C(C(C)C)[Al+]CC(C)C (diisobutylaluminium hydride), C(O)([O-])=O.[Na+] (sodium hydrogen carbonate), O (Water). Run in C1(=CC=CC=C1)C (toluene), C(C)(=O)OCC (ethyl acetate). Conditions: temperature 0 celsius, time 1 hour. Yields the product [N+](=O)([O-])C=1C=C(C=CC1)/C(=C/CO)/C ((E)-3-(3-Nitrophenyl)-2-buten-1-ol). Isolated yield 97.5%. RXN SMILES: [N+:1]([C:4]1[CH:5]=[C:6](/[C:10](/[CH3:17])=[CH:11]/[C:12](OCC)=[O:13])[CH:7]=[CH:8][CH:9]=1)([O-:3])=[O:2].[H-].C([Al+]CC(C)C)C(C)C.O.C(=O)([O-])O.[Na+]>C1(C)C=CC=CC=1.C(OCC)(=O)C>[N+:1]([C:4]1[CH:5]=[C:6](/[C:10](/[CH3:17])=[CH:11]/[CH2:12][OH:13])[CH:7]=[CH:8][CH:9]=1)([O-:3])=[O:2] |f:1.2,4.5|. Reported procedure: To a solution of ethyl (E)-3-(3-nitrophenyl)-2-butenoate (Preparation 1, 102 g, 0.43 mol) in toluene (1400 ml) at −10° C. under nitrogen was added dropwise over 3 h diisobutylaluminium hydride (1.0 M in toluene, 1 l), then the mixture was stirred at 0° C. for 1 h. Water (400 ml) was carefully added, followed by sodium hydrogen carbonate (300 g). The resulting slurry was vigorously stirred for 10 min, then ethyl acetate (2 l) was added, and the mixture stirred for 1 h. The mixture was dried (MgSO... Yields the product CCCOc1ccc2c(c1)C(c1ccc(OC)cc1OCOC)C(C(=O)O)C2c1ccc2c(c1)OCO2. As a reaction SMILES: [CH3:1][O:2][C:3](=[O:4])[CH:5]1[CH:6]([c:30]2[cH:31][c:32]3[c:33]([cH:34][cH:35]2)[O:36][CH2:37][O:38]3)[c:7]2[cH:8][cH:9][c:10]([O:26][CH2:27][CH2:28][CH3:29])[cH:11][c:12]2[CH:13]1[c:14]1[c:15]([O:22][CH2:23][O:24][CH3:25])[cH:16][c:17]([O:20][CH3:21])[cH:18][cH:19]1.[CH:41]([OH:42])([CH3:43])[CH3:44].[Na+:40].[OH-:39]>>[O:2]=[C:3]([OH:4])[CH:5]1[CH:6]([c:30]2[cH:31][c:32]3[c:33]([cH:34][cH:35]2)[O:36][CH2:37][O:38]3)[c:7]2[cH:8][cH:9][c:10]([O:26][CH2:27][CH2:28][CH3:29])[cH:11][c:12]2[CH:13]1[c:14]1[c:15]([O:22][CH2:23][O:24][CH3:25])[cH:16][c:17]([O:20][CH3:21])[cH:18][cH:19]1. Reactants: CCCOc1ccc2c(c1)C(c1ccc(OC)cc1OCOC)C(C(=O)OC)C2c1ccc2c(c1)OCO2, CC(C)O, [Na+], [OH-]. Starting materials: N#CC1(CNc2nc(OCc3ccccc3)ccc2F)CCOCC1, CO, O=C[O-], [NH4+]. Yields the product N#CC1(CNc2nc(O)ccc2F)CCOCC1. Reaction SMILES: [CH2:1]([c:2]1[cH:3][cH:4][cH:5][cH:6][cH:7]1)[O:8][c:9]1[cH:10][cH:11][c:12]([F:25])[c:13]([NH:15][CH2:16][C:17]2([C:23]#[N:24])[CH2:18][CH2:19][O:20][CH2:21][CH2:22]2)[n:14]1.[CH3:30][OH:31].[CH:26]([O-:27])=[O:28].[NH4+:29]>>[OH:8][c:9]1[cH:10][cH:11][c:12]([F:25])[c:13]([NH:15][CH2:16][C:17]2([C:23]#[N:24])[CH2:18][CH2:19][O:20][CH2:21][CH2:22]2)[n:14]1. Starting materials: CC(=O)O, Cl, CCOC(=O)c1cnc2c3cc(N)ccc3c(C)cn2c1=O, O. The product is Cc1cn2c(=O)c(C(=O)O)cnc2c2cc(N)ccc12. As a reaction SMILES: [CH3:23][C:24](=[O:25])[OH:26].[ClH:27].[NH2:1][c:2]1[cH:3][cH:4][c:5]2[c:6]([CH3:22])[cH:7][n:8]3[c:9]([c:10]2[cH:11]1)[n:12][cH:13][c:14]([C:17](=[O:18])[O:19][CH2:20][CH3:21])[c:15]3=[O:16].[OH2:28]>>[NH2:1][c:2]1[cH:3][cH:4][c:5]2[c:6]([CH3:22])[cH:7][n:8]3[c:9]([c:10]2[cH:11]1)[n:12][cH:13][c:14]([C:17](=[O:18])[OH:19])[c:15]3=[O:16]. The reactants are solid, [N+](=O)([O-])C1=CC=C(C=C1)C1=CC=NN1C1=CC=C(C=C1)C (5-(4-nitro-phenyl)-1 p-tolyl-1H-pyrazole), [N+](=O)([O-])C1=CC=C(C=C1)C1=CC=NN1C1=CC=C(C=C1)C (5-(4-nitro-phenyl)-1 p-tolyl-1H-pyrazole), FC=1C=C(C=CC1)CC#N (2-(3-fluoro-phenyl)-acetonitrile). The product is FC=1C=C(C=CC1)C1=C2C(=NO1)C=CC(=C2)C=2N(N=CC2)C2=CC=C(C=C2)C (3-(3-Fluoro-phenyl)-5-(2-p-tolyl-2H-pyrazol-3-yl)-benzo[c]isoxazole). As a reaction SMILES: [N+:1]([C:4]1[CH:9]=[CH:8][C:7]([C:10]2[N:14]([C:15]3[CH:20]=[CH:19][C:18]([CH3:21])=[CH:17][CH:16]=3)[N:13]=[CH:12][CH:11]=2)=[CH:6][CH:5]=1)([O-:3])=O.[F:22][C:23]1[CH:24]=[C:25]([CH2:29]C#N)[CH:26]=[CH:27][CH:28]=1>>[F:22][C:23]1[CH:24]=[C:25]([C:29]2[O:3][N:1]=[C:4]3[CH:5]=[CH:6][C:7]([C:10]4[N:14]([C:15]5[CH:20]=[CH:19][C:18]([CH3:21])=[CH:17][CH:16]=5)[N:13]=[CH:12][CH:11]=4)=[CH:8][C:9]=23)[CH:26]=[CH:27][CH:28]=1. Procedure details: The title compound, light green solid (95 mg, 72%), MS (ISP) m/z=370.2 [(M+H)+], mp 207° C., was prepared in accordance with the general method of example 1 from 5-(4-nitro-phenyl)-1-p-tolyl-1H-pyrazole (intermediate E) (100 mg, 353 μmol) and commercially available 2-(3-fluoro-phenyl)-acetonitrile. Reactants: FC(C1=CC(=NC=2N1N=CC2C#C)C2=CC=C(C=C2)C(F)(F)F)F (7-Difluoromethyl-3-ethynyl-5-(4-trifluoromethyl-phenyl)-pyrazolo[1,5-a]pyrimidine), BrC=1C=C(C=CC1)S(=O)(=O)NCCO (3-Bromo-N-(2-hydroxy-ethyl)-benzenesulfonamide). Yields the product FC(C1=CC(=NC=2N1N=CC2C#CC=2C=C(C=CC2)S(=O)(=O)NCCO)C2=CC=C(C=C2)C(F)(F)F)F (3-[7-Difluoromethyl-5-(4-trifluoromethyl-phenyl)-pyrazolo[1,5-a]pyrimidin-3-ylethynyl]-N-(2-hydroxy-ethyl)-benzenesulfonamide), solid. Isolated yield 55.0%. Reaction SMILES: [F:1][CH:2]([F:24])[C:3]1[N:8]2[N:9]=[CH:10][C:11]([C:12]#[CH:13])=[C:7]2[N:6]=[C:5]([C:14]2[CH:19]=[CH:18][C:17]([C:20]([F:23])([F:22])[F:21])=[CH:16][CH:15]=2)[CH:4]=1.Br[C:26]1[CH:27]=[C:28]([S:32]([NH:35][CH2:36][CH2:37][OH:38])(=[O:34])=[O:33])[CH:29]=[CH:30][CH:31]=1>>[F:24][CH:2]([F:1])[C:3]1[N:8]2[N:9]=[CH:10][C:11]([C:12]#[C:13][C:26]3[CH:27]=[C:28]([S:32]([NH:35][CH2:36][CH2:37][OH:38])(=[O:33])=[O:34])[CH:29]=[CH:30][CH:31]=3)=[C:7]2[N:6]=[C:5]([C:14]2[CH:19]=[CH:18][C:17]([C:20]([F:23])([F:22])[F:21])=[CH:16][CH:15]=2)[CH:4]=1. Reported procedure: The title compound was prepared from 7-Difluoromethyl-3-ethynyl-5-(4-trifluoromethyl-phenyl)-pyrazolo[1,5-a]pyrimidine (example C.2) (340 mg, 1.0 mmol) and 3-bromo-N-(2-hydroxy-ethyl)-benzenesulfonamide (example B.34) (252 mg, 1.0 mmol) according to general procedure II. Obtained as a yellow solid (300 mg, 55%). MS (ISP) 537.3 [(M+H)+]; mp 113-115° C.